Dataset: the Open Reaction Database (ORD), a public repository of structured organic reaction records. Task: describe an organic reaction: reactants, conditions, products, and yield Reactants: Cc1c(S(C)(=O)=O)cc([N+](=O)[O-])c(Cl)c1[N+](=O)[O-], CCCC(C)N, c1ccccc1. Yields the product CCCC(C)Nc1c([N+](=O)[O-])cc(S(C)(=O)=O)c(C)c1[N+](=O)[O-]. Reaction SMILES: [Cl:1][c:2]1[c:3]([N+:16](=[O:17])[O-:18])[c:4]([CH3:15])[c:5]([S:11](=[O:12])(=[O:13])[CH3:14])[cH:6][c:7]1[N+:8](=[O:9])[O-:10].[NH2:19][CH:20]([CH3:21])[CH2:22][CH2:23][CH3:24].[cH:25]1[cH:26][cH:27][cH:28][cH:29][cH:30]1>>[c:2]1([NH:19][CH:20]([CH3:21])[CH2:22][CH2:23][CH3:24])[c:3]([N+:16](=[O:17])[O-:18])[c:4]([CH3:15])[c:5]([S:11](=[O:12])(=[O:13])[CH3:14])[cH:6][c:7]1[N+:8](=[O:9])[O-:10]. Yields the product CC1=NNC2=NC=C(C=C21)C2=CC(=CC=C2)CN2CCN(CC2)C (3-methyl-5-(3-((4-methylpiperazin-1-yl)methyl)phenyl)-1H-pyrazolo[3,4-b]pyridine). Run in C(Cl)(Cl)Cl (chloroform). Procedure details: To a solution of 1-(4-methoxybenzyl)-3-methyl-5-(3-((4-methylpiperazin-1-yl)methyl)phenyl)-1H-pyrazolo[3,4-b]pyridine (122) (30 mg, 0.136 mmol) dissolved in chloroform (25 mL) was added trifluoroacetic acid (6 mL) and the reaction mixture was heated at 50° C. for 12 h. After completion of the reaction the solvents were removed and diluted with cold water, pH was adjusted to 8 and the aqueous phase extracted with chloroform two times. The organic layer was washed with brine solution and dried ove... Conditions: temperature 50 celsius. Reactants: COC1=CC=C(CN2N=C(C=3C2=NC=C(C3)C3=CC(=CC=C3)CN3CCN(CC3)C)C)C=C1 (1-(4-methoxybenzyl)-3-methyl-5-(3-((4-methylpiperazin-1-yl)methyl)phenyl)-1H-pyrazolo[3,4-b]pyridine), FC(C(=O)O)(F)F (trifluoroacetic acid). RXN SMILES: COC1C=CC(C[N:8]2[C:12]3=[N:13][CH:14]=[C:15]([C:17]4[CH:22]=[CH:21][CH:20]=[C:19]([CH2:23][N:24]5[CH2:29][CH2:28][N:27]([CH3:30])[CH2:26][CH2:25]5)[CH:18]=4)[CH:16]=[C:11]3[C:10]([CH3:31])=[N:9]2)=CC=1.FC(F)(F)C(O)=O>C(Cl)(Cl)Cl>[CH3:31][C:10]1[C:11]2[C:12](=[N:13][CH:14]=[C:15]([C:17]3[CH:22]=[CH:21][CH:20]=[C:19]([CH2:23][N:24]4[CH2:29][CH2:28][N:27]([CH3:30])[CH2:26][CH2:25]4)[CH:18]=3)[CH:16]=2)[NH:8][N:9]=1. Reactants: N1CCC(C(=O)N)CC1 (isonipecotamide), ICCCCC (1-iodopentane), C([O-])([O-])=O.[K+].[K+] (potassium carbonate). Product: C(CCCC)N1CCC(CC1)C(=O)N (1-Pentyl-piperidine-4-carboxamide). Yield: 59.8%. As a reaction SMILES: [NH:1]1[CH2:9][CH2:8][CH:4]([C:5]([NH2:7])=[O:6])[CH2:3][CH2:2]1.I[CH2:11][CH2:12][CH2:13][CH2:14][CH3:15].C(=O)([O-])[O-].[K+].[K+]>>[CH2:11]([N:1]1[CH2:9][CH2:8][CH:4]([C:5]([NH2:7])=[O:6])[CH2:3][CH2:2]1)[CH2:12][CH2:13][CH2:14][CH3:15] |f:2.3.4|. Procedure details: Prepared from isonipecotamide (3.3, 25.7 mmol), 1-iodopentane (5.1 g, 25.7 mmol) and potassium carbonate (3.54 g, 25.7 mmol) according to the procedure used for Example 8 (Step A) to give 3.05 g of the title compound as an off-white solid. The reactants are OC1=C(\C=N/[C@H]2[C@H]3SCC(=C(N3C2=O)C(=O)OCC2=CC=C(C=C2)OC)CSC=2N(NC(C(N2)=O)=O)C)C=CC=C1 ((6R,7R)-4-methoxybenzyl 7-((Z)-(2-hydroxybenzylidene)amino)-3-(((2-methyl-5,6-dioxo-1,2,5,6-tetrahydro-1,2,4-triazin-3-yl)thio)methyl)-8-oxo-5-thia-1-azabicyclo[4.2.0]oct-2-ene-2-carboxylate), O (water), Schiff base, CS(=O)(=O)OC(\C(=N/OC)\C=1N=C(SC1)N)=O ((Z)-2-(2-aminothiazol-4-yl)-2-(methoxyimino)acetic methanesulfonic anhydride), ClCCl (dichloromethane). Run in C(C)(C)(C)OC (methyl tertiary butyl ether). Reaction conditions: time 3 hour. Yields the product NC=1SC=C(N1)/C(/C(=O)N[C@H]1[C@H]2SCC(=C(N2C1=O)C(=O)O)CSC=1N(NC(C(N1)=O)=O)C)=N/OC ((6R,7R)-7-((Z)-2-(2-aminothiazol-4-yl)-2-(methoxyimino)acetamido)-3-(((2-methyl-5,6-dioxo-1,2,5,6-tetrahydro-1,2,4-triazin-3-yl)thio)methyl)-8-oxo-5-thia-1-aza bicyclo[4.2.0]oct-2-ene-2-carboxylic acid). RXN SMILES: OC1C=CC=CC=1/C=[N:5]\[C@@H:6]1[C:13](=[O:14])[N:12]2[C@@H:7]1[S:8][CH2:9][C:10]([CH2:27][S:28][C:29]1[N:30]([CH3:37])[NH:31][C:32](=[O:36])[C:33](=[O:35])[N:34]=1)=[C:11]2[C:15]([O:17]CC1C=CC(OC)=CC=1)=[O:16].O.CS(O[C:48](=[O:59])/[C:49](/[C:53]1[N:54]=[C:55]([NH2:58])[S:56][CH:57]=1)=[N:50]\[O:51][CH3:52])(=O)=O.ClCCl>C(OC)(C)(C)C>[NH2:58][C:55]1[S:56][CH:57]=[C:53](/[C:49](=[N:50]/[O:51][CH3:52])/[C:48]([NH:5][C@@H:6]2[C:13](=[O:14])[N:12]3[C@@H:7]2[S:8][CH2:9][C:10]([CH2:27][S:28][C:29]2[N:30]([CH3:37])[NH:31][C:32](=[O:36])[C:33](=[O:35])[N:34]=2)=[C:11]3[C:15]([OH:17])=[O:16])=[O:59])[N:54]=1. Procedure details: A reactor is charged with (6R,7R)-4-methoxybenzyl 7-((Z)-(2-hydroxybenzylidene)amino)-3-(((2-methyl-5,6-dioxo-1,2,5,6-tetrahydro-1,2,4-triazin-3-yl)thio)methyl)-8-oxo-5-thia-1-azabicyclo[4.2.0]oct-2-ene-2-carboxylate (1 eq), water (6-9 weight % relative to the Schiff base), (Z)-2-(2-aminothiazol-4-yl)-2-(methoxyimino)acetic methanesulfonic anhydride (2.5 eq) and dichloromethane (1.75 mL per gram of Schiff base). The mixture is stirred for three hours at room temperature, then added to methyl ter...